This data is from the Open Reaction Database (ORD), a public repository of structured organic reaction records. The task is: describe an organic reaction: reactants, conditions, products, and yield Starting materials: FC=1C=CC2=C(N3C(CO2)C(C=N3)C3=CC=CC=C3)C1.CCC(=O)[O-] (8-Fluoro-3-phenyl-3a,4-dihydro-3H-pyrazolo(5,1-c)(1,4)benzoxazine 2-ethylcarboxylate), Cl (HCl), [OH-].[Na+] (NaOH). Run in CCO (EtOH). Yields the product FC=1C=CC2=C(N3C(CO2)C(C(=N3)C(=O)O)C3=CC=CC=C3)C1 (8-Fluoro-3-phenyl-3a,4-dihydro-3H-pyrazolo(5,1-c)(1,4)benzoxazine-2-carboxylic acid). As a reaction SMILES: [F:1][C:2]1[CH:3]=[CH:4][C:5]2[O:10][CH2:9][CH:8]3[CH:11]([C:14]4[CH:19]=[CH:18][CH:17]=[CH:16][CH:15]=4)[CH:12]=[N:13][N:7]3[C:6]=2[CH:20]=1.CC[C:23]([O-:25])=[O:24].Cl.[OH-].[Na+]>CCO>[F:1][C:2]1[CH:3]=[CH:4][C:5]2[O:10][CH2:9][CH:8]3[CH:11]([C:14]4[CH:19]=[CH:18][CH:17]=[CH:16][CH:15]=4)[C:12]([C:23]([OH:25])=[O:24])=[N:13][N:7]3[C:6]=2[CH:20]=1 |f:0.1,3.4|. Procedure: A solution of the racemic ester (1-6) (0.5 g, 1.5 mmol) in EtOH (10 mL) was treated with 12N HCl (10 mL) and heated at reflux for 8 h. The reaction was cooled to room temperature and neutralized with 3N NaOH and the mixture extracted with EtOAc (50 mL). The organic solution was washed with brine, dried over MgSO4, filtered, and concentrated. The residue was dissolved in MeCN (0.5 mL) and purified by reverse phase HPLC (YMC J-sphere H80 20×50 mm; eluted with 5-95% MeCN/water+0.1% TFA) to provide ... The reactants are O=C(O)Cn1c(-c2ccc(Br)cc2)nc2cccnc21, O=C(n1ccnc1)n1ccnc1, CCN1CCC(N)C1, C1CCOC1. Product: CCN1CCC(NC(=O)Cn2c(-c3ccc(Br)cc3)nc3cccnc32)C1. RXN SMILES: [Br:1][c:2]1[cH:3][cH:4][c:5](-[c:8]2[n:9][c:10]3[c:11]([n:12][cH:13][cH:14][cH:15]3)[n:16]2[CH2:17][C:18](=[O:19])[OH:20])[cH:6][cH:7]1.[C:21]([n:22]1[cH:23][cH:24][n:25][cH:26]1)([n:27]1[cH:28][cH:29][n:30][cH:31]1)=[O:32].[CH2:33]([CH3:34])[N:35]1[CH2:36][CH:37]([NH2:40])[CH2:38][CH2:39]1.[O:41]1[CH2:42][CH2:43][CH2:44][CH2:45]1>>[Br:1][c:2]1[cH:3][cH:4][c:5](-[c:8]2[n:9][c:10]3[c:11]([n:12][cH:13][cH:14][cH:15]3)[n:16]2[CH2:17][C:18](=[O:20])[NH:40][CH:37]2[CH2:36][N:35]([CH2:33][CH3:34])[CH2:39][CH2:38]2)[cH:6][cH:7]1. Starting materials: O=c1c(-c2ccc(OCc3ccccc3)c(F)c2)cnc2n1CCN2c1ccccc1, O=C(O)C(F)(F)F. Product: O=c1c(-c2ccc(O)c(F)c2)cnc2n1CCN2c1ccccc1. RXN SMILES: [CH2:1]([c:2]1[cH:3][cH:4][cH:5][cH:6][cH:7]1)[O:8][c:9]1[c:10]([F:31])[cH:11][c:12](-[c:15]2[cH:16][n:17][c:18]3[n:19]([c:20]2=[O:21])[CH2:22][CH2:23][N:24]3[c:25]2[cH:26][cH:27][cH:28][cH:29][cH:30]2)[cH:13][cH:14]1.[F:32][C:33]([F:34])([F:35])[C:36]([OH:37])=[O:38]>>[OH:8][c:9]1[c:10]([F:31])[cH:11][c:12](-[c:15]2[cH:16][n:17][c:18]3[n:19]([c:20]2=[O:21])[CH2:22][CH2:23][N:24]3[c:25]2[cH:26][cH:27][cH:28][cH:29][cH:30]2)[cH:13][cH:14]1. The solvent is C(Cl)Cl (CH2Cl2), C(Cl)Cl (CH2Cl2). The product is [N+](=O)([O-])C=1C=C2CN(CC2=CC1)C(=O)OCC1=CC=CC=C1 (benzyl 5-nitro-1,3-dihydro-2H-isoindole-2-carboxylate). Reported procedure: To a solution of 5-nitroisoindoline (1.16 g, 7.79 mmol) in CH2Cl2 (100 mL), was added diisopropylethylamine (2.7 mL, 15.6 mmol) followed by benzylchloroformate (1.2 mL, 8.56 mmol). The mixture was stirred at room temperature under N2 for 1 h. The reaction mixture was diluted with CH2Cl2 and washed with 1N HCl. The organic layer was dried (Na2SO4), filtered and the solvent was evaporated in vacuo. The residue was purified by flash chromatography on silica gel to provide benzyl 5-nitro-1,3-dihydro... Reaction conditions: time 1 hour. Starting materials: [N+](=O)([O-])C=1C=C2CNCC2=CC1 (5-nitroisoindoline), C(C)(C)N(CC)C(C)C (diisopropylethylamine), C(C1=CC=CC=C1)OC(=O)Cl (benzylchloroformate). RXN SMILES: [N+:1]([C:4]1[CH:5]=[C:6]2[C:10](=[CH:11][CH:12]=1)[CH2:9][NH:8][CH2:7]2)([O-:3])=[O:2].C(N(C(C)C)CC)(C)C.[CH2:22]([O:29][C:30](Cl)=[O:31])[C:23]1[CH:28]=[CH:27][CH:26]=[CH:25][CH:24]=1>C(Cl)Cl>[N+:1]([C:4]1[CH:5]=[C:6]2[C:10](=[CH:11][CH:12]=1)[CH2:9][N:8]([C:30]([O:29][CH2:22][C:23]1[CH:28]=[CH:27][CH:26]=[CH:25][CH:24]=1)=[O:31])[CH2:7]2)([O-:3])=[O:2]. Starting materials: NOC(c1ccccc1)(c1ccccc1)c1ccccc1, ClCCCl, C1CCOC1, COC(=O)c1ccc2sc(C(=O)O)cc2c1, CCN(C(C)C)C(C)C, On1nnc2ccccc21. Product: COC(=O)c1ccc2sc(C(=O)NOC(c3ccccc3)(c3ccccc3)c3ccccc3)cc2c1. Reaction SMILES: [C:17]([c:18]1[cH:19][cH:20][cH:21][cH:22][cH:23]1)([c:24]1[cH:25][cH:26][cH:27][cH:28][cH:29]1)([c:30]1[cH:31][cH:32][cH:33][cH:34][cH:35]1)[O:36][NH2:37].[CH2:38]([Cl:39])[CH2:40][Cl:41].[CH2:61]1[O:62][CH2:63][CH2:64][CH2:65]1.[CH3:1][O:2][C:3](=[O:4])[c:5]1[cH:6][c:7]2[c:8]([s:9][c:10]([C:12](=[O:13])[OH:14])[cH:11]2)[cH:15][cH:16]1.[CH:52]([N:53]([CH2:54][CH3:55])[CH:56]([CH3:57])[CH3:58])([CH3:59])[CH3:60].[OH:42][n:43]1[c:44]2[c:45]([cH:46][cH:47][cH:48][cH:49]2)[n:50][n:51]1>>[CH3:1][O:2][C:3](=[O:4])[c:5]1[cH:6][c:7]2[c:8]([s:9][c:10]([C:12](=[O:14])[NH:37][O:36][C:17]([c:18]3[cH:19][cH:20][cH:21][cH:22][cH:23]3)([c:24]3[cH:25][cH:26][cH:27][cH:28][cH:29]3)[c:30]3[cH:31][cH:32][cH:33][cH:34][cH:35]3)[cH:11]2)[cH:15][cH:16]1. Starting materials: Cc1ccc(NC(=O)OC(C)(C)C)nc1, ClC(Cl)(Cl)Cl, CC(C)(C#N)N=NC(C)(C)C#N, O=C1CCC(=O)N1Br. The product is CC(C)(C)OC(=O)Nc1ccc(CBr)cn1. Reaction SMILES: [C:1]([CH3:2])([CH3:3])([CH3:4])[O:5][C:6]([NH:7][c:8]1[n:9][cH:10][c:11]([CH3:14])[cH:12][cH:13]1)=[O:15].[Cl:36][C:37]([Cl:38])([Cl:39])[Cl:40].[N:24]#[C:25][C:26]([N:27]=[N:28][C:29]([C:30]#[N:31])([CH3:32])[CH3:33])([CH3:34])[CH3:35].[O:16]=[C:17]1[N:18]([Br:23])[C:19](=[O:20])[CH2:21][CH2:22]1>>[C:1]([CH3:2])([CH3:3])([CH3:4])[O:5][C:6]([NH:7][c:8]1[n:9][cH:10][c:11]([CH2:14][Br:23])[cH:12][cH:13]1)=[O:15]. The reactants are C([C@@H]1[C@@H]2[C@@H]([C@H]([C@H](O1)O[C@@H]3[C@H](O[C@@H]([C@@H]([C@H]3O)O)O[C@@H]4[C@H](O[C@@H]([C@@H]([C@H]4O)O)O[C@@H]5[C@H](O[C@@H]([C@@H]([C@H]5O)O)O[C@@H]6[C@H](O[C@@H]([C@@H]([C@H]6O)O)O[C@@H]7[C@H](O[C@@H]([C@@H]([C@H]7O)O)O[C@@H]8[C@H](O[C@H](O2)[C@@H]([C@H]8O)O)CO)CO)CO)CO)CO)CO)O)O)O (β-cyclodextrin), C1C(C)O1 (propylene oxide). Solvent: [OH-].[Na+] (sodium hydroxide). Yields the product CC(COC[C@@H]1[C@@H]2[C@@H]([C@H]([C@H](O1)O[C@@H]3[C@H](O[C@@H]([C@@H]([C@H]3O)O)O[C@@H]4[C@H](O[C@@H]([C@@H]([C@H]4O)O)O[C@@H]5[C@H](O[C@@H]([C@@H]([C@H]5O)O)O[C@@H]6[C@H](O[C@@H]([C@@H]([C@H]6O)O)O[C@@H]7[C@H](O[C@@H]([C@@H]([C@H]7O)O)O[C@@H]8[C@H](O[C@H](O2)[C@@H]([C@H]8O)O)COCC(C)O)COCC(C)O)COCC(C)O)COCC(C)O)COCC(C)O)COCC(C)O)O)O)O (hydroxypropyl-β-cyclodextrin). Yield: 90.0%. Reaction SMILES: [CH2:1]([OH:77])[C@H:2]1[O:7][C@@H:6]2[O:8][C@H:9]3[C@H:14]([OH:15])[C@@H:13]([OH:16])[C@@H:12]([O:17][C@H:18]4[C@H:23]([OH:24])[C@@H:22]([OH:25])[C@@H:21]([O:26][C@H:27]5[C@H:32]([OH:33])[C@@H:31]([OH:34])[C@@H:30]([O:35][C@H:36]6[C@H:41]([OH:42])[C@@H:40]([OH:43])[C@@H:39]([O:44][C@H:45]7[C@H:50]([OH:51])[C@@H:49]([OH:52])[C@@H:48]([O:53][C@H:54]8[C@H:60]([OH:61])[C@@H:59]([OH:62])[C@@H:57]([O:58][C@H:3]1[C@H:4]([OH:76])[C@H:5]2[OH:75])[O:56][C@@H:55]8[CH2:63][OH:64])[O:47][C@@H:46]7[CH2:65][OH:66])[O:38][C@@H:37]6[CH2:67][OH:68])[O:29][C@@H:28]5[CH2:69][OH:70])[O:20][C@@H:19]4[CH2:71][OH:72])[O:11][C@@H:10]3[CH2:73][OH:74].[CH2:78]1[O:81][CH:79]1[CH3:80]>[OH-].[Na+]>[CH3:3][CH:2]([OH:7])[CH2:1][O:70][CH2:69][C@H:28]1[O:29][C@@H:30]2[O:35][C@H:36]3[C@H:41]([OH:42])[C@@H:40]([OH:43])[C@@H:39]([O:44][C@H:45]4[C@H:50]([OH:51])[C@@H:49]([OH:52])[C@@H:48]([O:53][C@H:54]5[C@H:60]([OH:61])[C@@H:59]([OH:62])[C@@H:57]([O:58][C@H:3]6[C@H:4]([OH:76])[C@@H:5]([OH:75])[C@@H:6]([O:8][C@H:9]7[C@H:14]([OH:15])[C@@H:13]([OH:16])[C@@H:12]([O:17][C@H:18]8[C@H:23]([OH:24])[C@@H:22]([OH:25])[C@@H:21]([O:26][C@H:27]1[C@H:32]([OH:33])[C@H:31]2[OH:34])[O:20][C@@H:19]8[CH2:71][O:72][CH2:41][CH:36]([OH:35])[CH3:37])[O:11][C@@H:10]7[CH2:73][O:74][CH2:14][CH:9]([OH:8])[CH3:10])[O:7][C@@H:2]6[CH2:1][O:77][CH2:28][CH:27]([OH:26])[CH3:32])[O:56][C@@H:55]5[CH2:63][O:64][CH2:46][CH:45]([OH:44])[CH3:50])[O:47][C@@H:46]4[CH2:65][O:66][CH2:19][CH:18]([OH:17])[CH3:23])[O:38][C@@H:37]3[CH2:67][O:68][CH2:78][CH:79]([OH:81])[CH3:80] |f:2.3|. Procedure: In HU 202889, β-cyclodextrin (β-CD) is reacted with propylene oxide in aqueous sodium hydroxide solution to give hydroxypropyl-β-cyclodextrin. The resulting sodium chloride and the propylene glycol are removed by ion exchange and precipitation of the hydroxypropylated β-cyclodextrin in large amounts of acetone, filtration, taking up the filter cake in water, distillation and, finally, spray-drying. The yield is around 90%, and the salt and propylene glycol content is 0.1%.